From a dataset of the Open Reaction Database (ORD), a public repository of structured organic reaction records. describe an organic reaction: reactants, conditions, products, and yield The reactants are B (borane), C1(=CC=CC=C1)N(C1=CC=CC=C1)CCCBr (3-[N,N-diphenylamino]-1-bromopropane), C1(=CC=CC=C1)NC1=CC=CC=C1 (diphenylamine), ClCCC(=O)Cl (3-chloropropionyl chloride). Run in O1CCCC1 (tetrahydrofuran). The product is C1(=CC=CC=C1)N(C1=CC=CC=C1)CCCCl (3-(N,N-diphenylamino)-1-chloropropane). RXN SMILES: [C:1]1([NH:7][C:8]2[CH:13]=[CH:12][CH:11]=[CH:10][CH:9]=2)[CH:6]=[CH:5][CH:4]=[CH:3][CH:2]=1.[Cl:14][CH2:15][CH2:16][C:17](Cl)=O.B.C1(N(CCCBr)C2C=CC=CC=2)C=CC=CC=1>O1CCCC1>[C:8]1([N:7]([CH2:17][CH2:16][CH2:15][Cl:14])[C:1]2[CH:2]=[CH:3][CH:4]=[CH:5][CH:6]=2)[CH:9]=[CH:10][CH:11]=[CH:12][CH:13]=1. Procedure details: 3-(N,N-diphenylamino)-1-chloropropane is prepared by the reaction of diphenylamine with 3-chloropropionyl chloride, followed by reduction with borane in tetrahydrofuran, by a procedure analogous to the preparation of 3-[N,N-diphenylamino]-1-bromopropane in Example 2. Reactants: N[C@@H]1[C@@H](CCCC1)NC(C1=C(C=C(C=C1)C(F)(F)F)SC)=O (cis-N-(2-Amino-cyclohexyl)-2-methylsulfanyl-4-trifluoromethyl-benzamide), N[C@@H]1[C@@H](CCCC1)NC(C1=C(C=C(C=C1)C(F)(F)F)SC)=O (cis-N-(2-Amino-cyclohexyl)-2-methylsulfanyl-4-trifluoromethyl-benzamide), C([O-])([O-])=O.[K+].[K+] (Potassium carbonate), BrCCOCCBr (bis(2-bromoethyl)ether). Solvent: C(C)#N (acetonitrile). The product is CSC1=C(C(=O)N[C@H]2[C@H](CCCC2)N2CCOCC2)C=CC(=C1)C(F)(F)F (cis-2-methylsulfanyl-N-(2-morpholin-4-yl-cyclohexyl)-4-trifluoromethyl-benzamide). The yield is 68.6%. RXN SMILES: [NH2:1][C@H:2]1[CH2:7][CH2:6][CH2:5][CH2:4][C@H:3]1[NH:8][C:9](=[O:22])[C:10]1[CH:15]=[CH:14][C:13]([C:16]([F:19])([F:18])[F:17])=[CH:12][C:11]=1[S:20][CH3:21].C(=O)([O-])[O-].[K+].[K+].Br[CH2:30][CH2:31][O:32][CH2:33][CH2:34]Br>C(#N)C>[CH3:21][S:20][C:11]1[CH:12]=[C:13]([C:16]([F:18])([F:19])[F:17])[CH:14]=[CH:15][C:10]=1[C:9]([NH:8][C@@H:3]1[CH2:4][CH2:5][CH2:6][CH2:7][C@@H:2]1[N:1]1[CH2:34][CH2:33][O:32][CH2:31][CH2:30]1)=[O:22] |f:1.2.3|. Reported procedure: cis-N-(2-Amino-cyclohexyl)-2-methylsulfanyl-4-trifluoromethyl-benzamide (intermediate G) (264 mg, 0.79 mmol) was dissolved in 15 mL acetonitrile. Potassium carbonate (549 mg, 4 mmol) and bis(2-bromoethyl)ether (239 mg, 1 mmol) were added and the reaction mixture was refluxed overnight. The solvent was evaporated off. The residue was taken up in water and ethyl acetate and was extracted three times with ethyl acetate. The combined organic phases were dried on sodium sulfate, filtered and evaporat... Starting materials: N[C@@H]([C@@H](C)CC)C(=O)O (L-isoleucine), C[O-].[Na+] (NaOMe), O.O.C(C)(=O)[O-].[Zn+2].C(C)(=O)[O-] (zinc acetate dihydrate). Run in CO (MeOH), CO (MeOH). The product is [Zn].N[C@@H]([C@@H](C)CC)C(=O)O (Zinc Isoleucine). RXN SMILES: [NH2:1][C@H:2]([C:7]([OH:9])=[O:8])[C@H:3]([CH2:5][CH3:6])[CH3:4].C[O-].[Na+].O.O.C([O-])(=O)C.[Zn+2:19].C([O-])(=O)C>CO>[Zn:19].[NH2:1][C@H:2]([C:7]([OH:9])=[O:8])[C@H:3]([CH2:5][CH3:6])[CH3:4] |f:1.2,3.4.5.6.7,9.10|. Procedure: L-isoleucine (2.00 g, 15.3 mmol) was added to an MeOH solution of NaOMe (prepared with Na: 0.35 g, MeOH: 50 ml) at 0° C. and stirred. An MeOH solution (30 ml) of zinc acetate dihydrate (1.67 g) was then slowly dropwise added thereto at room temperature. After stirring for hours at the same temperature, the solution was concentrated to half its original volume, followed by the addition of an equal volume of water. The precipitated crystal was recovered by filtration, air dried, and then dried und... Reactants: C(#N)C=1C=CC2=C(S(C3=C(C=C2)C=C(C=C3)O)=O)C1 (3-Cyano-8-hydroxydibenzo[b,f]thiepin-5-Oxide), [OH-].[Na+] (sodium hydroxide), C(C)(=O)O (acetic acid). Yields the product OC=1C=CC2=C(C=CC3=C(S2=O)C=C(C=C3)C(=O)O)C1 (8-Hydroxydibenzo[b,f]thiepin-3-carboxylic Acid-5-Oxide). As a reaction SMILES: C(C1[CH:4]=[CH:5][C:6]2[CH:12]=[CH:11][C:10]3[CH:13]=[C:14]([OH:17])[CH:15]=[CH:16][C:9]=3[S:8](=[O:18])[C:7]=2[CH:19]=1)#N.[OH-].[Na+].[C:22]([OH:25])(=[O:24])[CH3:23]>>[OH:17][C:14]1[CH:15]=[CH:16][C:9]2[S:8](=[O:18])[C:7]3[CH:19]=[C:23]([C:22]([OH:25])=[O:24])[CH:4]=[CH:5][C:6]=3[CH:12]=[CH:11][C:10]=2[CH:13]=1 |f:1.2|. Reported procedure: Suspend 100 mg. of the cyano compound of Step 2 in 5 ml. of acetic acid and 5 ml. of 20% aqueous sodium hydroxide. Reflux under nitrogen for 1 hour. Evaporate the alcohol and dilute the residue with water. Extract with ether and acidify the aqueous phase with 6N hydrochloric acid. Separate the solids by filtration. Dissolve the solids in ethanol and strip to dryness to obtain the title product (m.p., 288°-291° C. dec.). Starting materials: S(=O)(=O)(C)NS(=O)(=O)C1=CC=C(C=C1)CCCl (N-mesyl-4-(2-chloroethyl)-benzenesulfonamide), [OH-].[Na+] (sodium hydroxide). Solvent: O (water). Yields the product S(=O)(=O)(C)NS(=O)(=O)C1=CC=C(C=C1)C=C (N-mesyl-4-vinylbenzenesulfonamide). As a reaction SMILES: [S:1]([NH:5][S:6]([C:9]1[CH:14]=[CH:13][C:12]([CH2:15][CH2:16]Cl)=[CH:11][CH:10]=1)(=[O:8])=[O:7])([CH3:4])(=[O:3])=[O:2].[OH-].[Na+]>O>[S:1]([NH:5][S:6]([C:9]1[CH:14]=[CH:13][C:12]([CH:15]=[CH2:16])=[CH:11][CH:10]=1)(=[O:7])=[O:8])([CH3:4])(=[O:2])=[O:3] |f:1.2|. Reported procedure: The N-mesyl-4-(2-chloroethyl)-benzenesulfonamide intermediate was then reacted with sodium hydroxide and water as in Example I to yield 0.28 mols of the N-mesyl-4-vinylbenzenesulfonamide. Starting materials: C1C2CC3CC1CC(C2)C3, C=CCCCCCCCC, CCCCCC. Product: CCCCCCCCCCC12CC3CC(CC(C3)C1)C2. RXN SMILES: [CH2:11]1[CH:12]2[CH2:13][CH:14]3[CH2:15][CH:16]1[CH2:17][CH:18]([CH2:19]2)[CH2:20]3.[CH2:1]=[CH:2][CH2:3][CH2:4][CH2:5][CH2:6][CH2:7][CH2:8][CH2:9][CH3:10].[CH3:21][CH2:22][CH2:23][CH2:24][CH2:25][CH3:26]>>[CH2:1]([CH2:2][CH2:3][CH2:4][CH2:5][CH2:6][CH2:7][CH2:8][CH2:9][CH3:10])[C:12]12[CH2:11][CH:16]3[CH2:15][CH:14]([CH2:13]1)[CH2:20][CH:18]([CH2:17]3)[CH2:19]2.